Dataset: the Open Reaction Database (ORD), a public repository of structured organic reaction records. Task: describe an organic reaction: reactants, conditions, products, and yield The reactants are C(C)(C)(C)OC(=O)N1CCN(CC1)C=1C=NC(=CC1)NC=1N=CC2=C(N1)N(C(C(=C2)COCCOC)=O)C2CCCC2 (4-{6-[8-Cyclopentyl-6-(2-methoxy-ethoxymethyl)-7-oxo-7,8-dihydro-pyrido[2,3-d]pyrimidin-2-ylamino]-pyridin-3-yl}-piperazine-1-carboxylic acid tert-butyl ester), Cl (HCl). Run in ClCCl (dichloromethane), C(C)OCC (diethyl ether). Reaction conditions: time 18 hour. Yields the product Cl.C1(CCCC1)N1C(C(=CC2=C1N=C(N=C2)NC2=NC=C(C=C2)N2CCNCC2)COCCOC)=O (8-cyclopentyl-6-(2-methoxy-ethoxymethyl)-2-(5-piperazin-1-yl-pyridin-2-ylamino)-8H-pyrido[2,3-d]pyrimidin-7-one hydrochloride salt). Isolated yield 85.9%. RXN SMILES: C(OC([N:8]1[CH2:13][CH2:12][N:11]([C:14]2[CH:15]=[N:16][C:17]([NH:20][C:21]3[N:22]=[CH:23][C:24]4[CH:30]=[C:29]([CH2:31][O:32][CH2:33][CH2:34][O:35][CH3:36])[C:28](=[O:37])[N:27]([CH:38]5[CH2:42][CH2:41][CH2:40][CH2:39]5)[C:25]=4[N:26]=3)=[CH:18][CH:19]=2)[CH2:10][CH2:9]1)=O)(C)(C)C.[ClH:43]>ClCCl.C(OCC)C>[ClH:43].[CH:38]1([N:27]2[C:25]3[N:26]=[C:21]([NH:20][C:17]4[CH:18]=[CH:19][C:14]([N:11]5[CH2:10][CH2:9][NH:8][CH2:13][CH2:12]5)=[CH:15][N:16]=4)[N:22]=[CH:23][C:24]=3[CH:30]=[C:29]([CH2:31][O:32][CH2:33][CH2:34][O:35][CH3:36])[C:28]2=[O:37])[CH2:39][CH2:40][CH2:41][CH2:42]1 |f:4.5|. Procedure details: 4-{6-[8-Cyclopentyl-6-(2-methoxy-ethoxymethyl)-7-oxo-7,8-dihydro-pyrido[2,3-d]pyrimidin-2-ylamino]-pyridin-3-yl}-piperazine-1-carboxylic acid tert-butyl ester (0.140 g, 0.242 mmol) was dissolved in dichloromethane (2 mL). 2 N HCl in diethyl ether (2 mL) was added and the reaction mixture was stirred at room temperature for 18 hours. The solvent was evaporated to give 8-cyclopentyl-6-(2-methoxy-ethoxymethyl)-2-(5-piperazin-1-yl-pyridin-2-ylamino)-8H-pyrido[2,3-d]pyrimidin-7-one hydrochloride salt... The reactants are CCOC(=O)Cc1ncc2c(n1)-c1ccc(Cl)cc1C(c1ccccc1F)=NC2, CCO, [Na+], [OH-]. Reaction SMILES: [CH2:1]([CH3:2])[O:3][C:4]([CH2:5][c:6]1[n:7][cH:8][c:9]2[c:15]([n:16]1)-[c:14]1[c:13]([cH:20][c:19]([Cl:21])[cH:18][cH:17]1)[C:12]([c:22]1[c:23]([F:28])[cH:24][cH:25][cH:26][cH:27]1)=[N:11][CH2:10]2)=[O:29].[CH3:30][CH2:31][OH:32].[Na+:34].[OH-:33]>>[O:3]=[C:4]([CH2:5][c:6]1[n:7][cH:8][c:9]2[c:15]([n:16]1)-[c:14]1[c:13]([cH:20][c:19]([Cl:21])[cH:18][cH:17]1)[C:12]([c:22]1[c:23]([F:28])[cH:24][cH:25][cH:26][cH:27]1)=[N:11][CH2:10]2)[OH:29]. Yields the product O=C(O)Cc1ncc2c(n1)-c1ccc(Cl)cc1C(c1ccccc1F)=NC2. Reactants: C1(=CC=CC=C1)C=1C=C(C=CC1)O (3-phenylphenol), BrCC(=O)OC (methyl bromoacetate), C([O-])([O-])=O.[K+].[K+] (potassium carbonate). The solvent is CN(C)C=O (DMF), O (water). Conditions: time 5 hour. Product: C1(=CC=CC=C1)C=1C=C(OCC(=O)OC)C=CC1 (methyl (3-phenylphenoxy)acetate). Reaction SMILES: [C:1]1([C:7]2[CH:8]=[C:9]([OH:13])[CH:10]=[CH:11][CH:12]=2)[CH:6]=[CH:5][CH:4]=[CH:3][CH:2]=1.Br[CH2:15][C:16]([O:18][CH3:19])=[O:17].C(=O)([O-])[O-].[K+].[K+]>CN(C=O)C.O>[C:1]1([C:7]2[CH:8]=[C:9]([CH:10]=[CH:11][CH:12]=2)[O:13][CH2:15][C:16]([O:18][CH3:19])=[O:17])[CH:2]=[CH:3][CH:4]=[CH:5][CH:6]=1 |f:2.3.4|. Procedure: A mixture of 3-phenylphenol (5.00 g), methyl bromoacetate (3.1 ml) and potassium carbonate (8.1 g) in DMF was stirred at room temperature. After five hours, the reaction mixture was diluted with water (100 ml) and then extracted with ether. The combined organic layers were washed with aqueous sodium carbonate followed by brine and then dried, filtered and evaporated to give crude methyl (3-phenylphenoxy)acetate (7.2 g) as a pale yellow liquid, 1H NMR (CDCl3) delta 3.8 (3H,s), 4.7 (2H,s), 6.8-7.6... Reactants: CC(C)O, Cl, [Na+], [OH-], O, COC(=O)c1ccc(-c2ccccc2)cc1NC(=O)c1cc(OCCN2CCN(S(C)(=O)=O)CC2)ccc1O. The product is Cl, CS(=O)(=O)N1CCN(CCOc2ccc(O)c(C(=O)Nc3cc(-c4ccccc4)ccc3C(=O)O)c2)CC1. RXN SMILES: [CH3:3][CH:4]([OH:5])[CH3:6].[ClH:46].[Na+:2].[OH-:1].[OH2:47].[OH:7][c:8]1[c:9]([C:10](=[O:11])[NH:12][c:13]2[c:14]([C:15](=[O:16])[O:17][CH3:18])[cH:19][cH:20][c:21](-[c:23]3[cH:24][cH:25][cH:26][cH:27][cH:28]3)[cH:22]2)[cH:29][c:30]([O:33][CH2:34][CH2:35][N:36]2[CH2:37][CH2:38][N:39]([S:42](=[O:43])(=[O:44])[CH3:45])[CH2:40][CH2:41]2)[cH:31][cH:32]1>>[ClH:46].[OH:7][c:8]1[c:9]([C:10](=[O:11])[NH:12][c:13]2[c:14]([C:15](=[O:16])[OH:17])[cH:19][cH:20][c:21](-[c:23]3[cH:24][cH:25][cH:26][cH:27][cH:28]3)[cH:22]2)[cH:29][c:30]([O:33][CH2:34][CH2:35][N:36]2[CH2:37][CH2:38][N:39]([S:42](=[O:43])(=[O:44])[CH3:45])[CH2:40][CH2:41]2)[cH:31][cH:32]1. Reactants: [Mg+]Cc1ccc2c(c1)OCO2, [Cl-], Clc1cnccn1, Cl, C1CCOC1. Product: c1cnc(Cc2ccc3c(c2)OCO3)cn1. Reaction SMILES: [CH2:9]1[O:10][c:11]2[cH:12][c:13]([CH2:14][Mg+:15])[cH:16][cH:17][c:18]2[O:19]1.[Cl-:8].[Cl:1][c:2]1[n:3][cH:4][cH:5][n:6][cH:7]1.[ClH:20].[O:21]1[CH2:22][CH2:23][CH2:24][CH2:25]1>>[c:2]1([CH2:14][c:13]2[cH:12][c:11]3[c:18]([cH:17][cH:16]2)[O:19][CH2:9][O:10]3)[n:3][cH:4][cH:5][n:6][cH:7]1. Starting materials: N12CCC(CC1)(C2)C(O)(C2=CC=CC=C2)C2=CC=CC=C2 (1-azabicyclo[2.2.1]hept-4-yl(diphenyl)methanol), BrCC1CCCCC1 ((bromomethyl)cyclohexane). The solvent is CC#N (CH3CN). Yields the product [Br-].C1(CCCCC1)C[N+]12CCC(CC1)(C2)C(C2=CC=CC=C2)(C2=CC=CC=C2)O (1-(cyclohexylmethyl)-4-[hydroxy(diphenyl)methyl]-1-azoniabicyclo[2.2.1]heptane bromide). Yield: 13.0%. RXN SMILES: [N:1]12[CH2:7][C:4]([C:8]([C:16]3[CH:21]=[CH:20][CH:19]=[CH:18][CH:17]=3)([C:10]3[CH:15]=[CH:14][CH:13]=[CH:12][CH:11]=3)[OH:9])([CH2:5][CH2:6]1)[CH2:3][CH2:2]2.[Br:22][CH2:23][CH:24]1[CH2:29][CH2:28][CH2:27][CH2:26][CH2:25]1>CC#N>[Br-:22].[CH:24]1([CH2:23][N+:1]23[CH2:7][C:4]([C:8]([OH:9])([C:16]4[CH:21]=[CH:20][CH:19]=[CH:18][CH:17]=4)[C:10]4[CH:15]=[CH:14][CH:13]=[CH:12][CH:11]=4)([CH2:5][CH2:6]2)[CH2:3][CH2:2]3)[CH2:29][CH2:28][CH2:27][CH2:26][CH2:25]1 |f:3.4|. Procedure: Following the general procedure outlined in Example 1, 1-azabicyclo[2.2.1]hept-4-yl(diphenyl)methanol (33.0 mg, 0.118 mmol) and (bromomethyl)cyclohexane (0.03 mL, 0.21 mmol) in 2 CH3CN/3 CHCl3 (2.5 mL) were reacted to give the desired product (7 mg, 13%). EI-MS m/z 376 (M+) Rt (1.90 min). The product is CC(=O)Nc1cc(C(F)(F)F)c(Br)cc1[N+](=O)[O-]. RXN SMILES: [Br:1][c:2]1[c:3]([C:12]([F:13])([F:14])[F:15])[cH:4][c:5]([NH:8][C:9]([CH3:10])=[O:11])[cH:6][cH:7]1.[Na+:24].[O-:20][C:21]([OH:22])=[O:23].[OH:16][N+:17]([O-:18])=[O:19].[S:25](=[O:26])(=[O:27])([OH:28])[OH:29]>>[Br:1][c:2]1[c:3]([C:12]([F:13])([F:14])[F:15])[cH:4][c:5]([NH:8][C:9]([CH3:10])=[O:11])[c:6]([N+:17](=[O:16])[O-:18])[cH:7]1. Starting materials: CC(=O)Nc1ccc(Br)c(C(F)(F)F)c1, [Na+], O=C([O-])O, O=[N+]([O-])O, O=S(=O)(O)O. The reactants are C(C)OC(=O)C=1C(=NC2=C(C=C(C=C2C1)Cl)C)Cl (2,6-dichloro-8-methyl-quinoline-3-carboxylic acid ethyl ester), NC(CC1=CC=CC=C1)C(=O)O (DL-phenylalanine). The product is C(=O)(O)C(CC1=CC=CC=C1)NC1=NC2=C(C=C(C=C2C=C1C(=O)O)Cl)C (2-(1-Carboxy-2-phenyl-ethylamino)-6-chloro-8-methylquinoline-3-carboxylic acid). Reaction SMILES: C([O:3][C:4]([C:6]1[C:7](Cl)=[N:8][C:9]2[C:14]([CH:15]=1)=[CH:13][C:12]([Cl:16])=[CH:11][C:10]=2[CH3:17])=[O:5])C.[NH2:19][CH:20]([C:28]([OH:30])=[O:29])[CH2:21][C:22]1[CH:27]=[CH:26][CH:25]=[CH:24][CH:23]=1>>[C:28]([CH:20]([NH:19][C:7]1[C:6]([C:4]([OH:3])=[O:5])=[CH:15][C:14]2[C:9](=[C:10]([CH3:17])[CH:11]=[C:12]([Cl:16])[CH:13]=2)[N:8]=1)[CH2:21][C:22]1[CH:27]=[CH:26][CH:25]=[CH:24][CH:23]=1)([OH:30])=[O:29]. Procedure details: In close analogy to the procedure described in Example 1, 2,6-dichloro-8-methyl-quinoline-3-carboxylic acid ethyl ester is reacted with DL-phenylalanine to provide the title compound in moderate yield as yellow powder.